This data is from the Open Reaction Database (ORD), a public repository of structured organic reaction records. The task is: describe an organic reaction: reactants, conditions, products, and yield The reactants are O1CCOC12CCN(CC2)C2C=C(C(CC(C2O)(C)C)=O)C (4-(1,4-dioxa-8-aza-spiro[4.5]decan-8-yl)-5-hydroxy-2,6,6-trimethyl-2-cyclohepten-1-one), Cl (hydrochloric acid). Run in C(C)O (ethanol). Run at temperature 75 celsius, time 4 hour. Product: O=C1CCN(CC1)C1C=C(C(CC(C1O)(C)C)=O)C (4-(4-oxopiperidino)-5-hydroxy-2,6,6-trimethyl-2-cyclohepten-1-one). Isolated yield 61.6%. As a reaction SMILES: O1[C:5]2([CH2:10][CH2:9][N:8]([CH:11]3[CH:17]([OH:18])[C:16]([CH3:20])([CH3:19])[CH2:15][C:14](=[O:21])[C:13]([CH3:22])=[CH:12]3)[CH2:7][CH2:6]2)[O:4]CC1.Cl>C(O)C>[O:4]=[C:5]1[CH2:10][CH2:9][N:8]([CH:11]2[CH:17]([OH:18])[C:16]([CH3:19])([CH3:20])[CH2:15][C:14](=[O:21])[C:13]([CH3:22])=[CH:12]2)[CH2:7][CH2:6]1. Reported procedure: To an ethanol solution (5 ml) containing the 4-(1,4-dioxa-8-aza-spiro[4.5]decan-8-yl)-5-hydroxy-2,6,6-trimethyl-2-cyclohepten-1-one obtained in Example 26 (1 g, 3.24 millimoles) there was added 6N hydrochloric acid (2 ml), and the mixture was stirred at 75° C. for 4 hours. The reaction solution was concentrated, water was added, and a 1N aqueous sodium hydroxide solution was used for neutralization. The aqueous solution was subjected to extraction with ethyl acetate and drying over anhydrous mag...